From a dataset of the Open Reaction Database (ORD), a public repository of structured organic reaction records. describe an organic reaction: reactants, conditions, products, and yield Starting materials: COS(=O)(=O)OC (dimethylsulphate), C(C=C)N1CCC(C=C1)=O (1,2,3,4,-tetrahydro-1-allyl-4-oxopyridine), C(C=C)N1CCC(CC1)=O (tetrahydro-1-allyl4-oxopyridine), O=C1CCNC=C1 (1,2,3,4-tetrahydro-4-oxopyridine), C(C=C)Br (allyl bromide), C([O-])([O-])=O.[K+].[K+] (potassium carbonate). The solvent is C(Cl)(Cl)Cl (CHCl3), C(Cl)(Cl)Cl (CHCl3), CC(=O)C (acetone). Product: COS(=O)(=O)[O-].C(C=C)[N+]=1CCC(=CC1)OC (1-allyl-2,3-dihydro-4-methoxypyridineium methyl sulphate). RXN SMILES: O=C1C=CNCC1.C(Br)C=C.[C:12](=[O:15])([O-])[O-].[K+].[K+].[CH2:18]([N:21]1[CH:26]=[CH:25][C:24](=O)[CH2:23][CH2:22]1)[CH:19]=[CH2:20].C(N1CCC(=O)CC1)C=C.[CH3:38][O:39][S:40]([O:43]C)(=[O:42])=[O:41]>CC(C)=O.C(Cl)(Cl)Cl>[CH3:38][O:39][S:40]([O-:43])(=[O:42])=[O:41].[CH2:18]([N+:21]1[CH2:26][CH2:25][C:24]([O:15][CH3:12])=[CH:23][CH:22]=1)[CH:19]=[CH2:20] |f:2.3.4,10.11|. Reported procedure: The starting material was obtained as follows. Reaction of 1,2,3,4-tetrahydro-4-oxopyridine with 2 equivalents of allyl bromide and potassium carbonate in acetone under reflux for 15 hours gave, after purficiation by silica gel/EtOAc chromatography, 1,2,3,4,-tetrahydro-1-allyl-4-oxopyridine, nmr in CHCl3 :-2.5 tetrahydro-1-allyl4-oxopyridine, nmr in CHCl3 :-2.5 (t,2H); 3.46(t,2H); 3.8(d,2H); 5.0(d,1H); 5.24(m,1H); 5.4(m,1H); 5.4(m,1H); 5.8(m,1H); 7.06(d,1H). Reaction of this compound with dimeth... Yields the product COC=1C(=C2C=CC(=C(C2=CC1)C(=O)N(CC(=O)O)C(=O)OC)OCC(F)(F)F)C(F)(F)F (N-[[6-Methoxy-2-(2,2,2-trifluoroethoxy)-5-(trifluoromethyl)-1-naphthalenyl]carbonyl]-N-(methoxycarbonyl)glycine). RXN SMILES: [CH3:1][O:2][C:3]1[C:4]([C:34]([F:37])([F:36])[F:35])=[C:5]2[C:10](=[CH:11][CH:12]=1)[C:9]([C:13]([N:15]([C:24]([O:26][CH3:27])=[O:25])[CH2:16][C:17]([O:19]C(C)(C)C)=[O:18])=[O:14])=[C:8]([O:28][CH2:29][C:30]([F:33])([F:32])[F:31])[CH:7]=[CH:6]2>C(O)=O.O>[CH3:1][O:2][C:3]1[C:4]([C:34]([F:35])([F:37])[F:36])=[C:5]2[C:10](=[CH:11][CH:12]=1)[C:9]([C:13]([N:15]([C:24]([O:26][CH3:27])=[O:25])[CH2:16][C:17]([OH:19])=[O:18])=[O:14])=[C:8]([O:28][CH2:29][C:30]([F:31])([F:32])[F:33])[CH:7]=[CH:6]2. Isolated yield 78.8%. Reactants: COC=1C(=C2C=CC(=C(C2=CC1)C(=O)N(CC(=O)OC(C)(C)C)C(=O)OC)OCC(F)(F)F)C(F)(F)F (N-[[6-methoxy-2-(2,2,2-trifluoroethoxy)-5-(trifluoromethyl)-1-naphthalenyl]carbonyl]-N-(methoxycarbonyl)glycine, 1,1-dimethylethyl ester). Run at time 10 minute. Solvent: C(=O)O (formic acid), O (water). Procedure details: A suspension of N-[[6-methoxy-2-(2,2,2-trifluoroethoxy)-5-(trifluoromethyl)-1-naphthalenyl]carbonyl]-N-(methoxycarbonyl)glycine, 1,1-dimethylethyl ester (5.86 g, 10.9 mmol) in formic acid (135 mL) was stirred at room temperature under a dry nitrogen atmosphere. After 10 minutes, dissolution occurred. After 1 hour, the reaction mixture was diluted with water (1.5 L) and extracted with ether (2×400 mL). The extracts were combined and the ether was removed. The residue was suspended in water (100 m... Reactants: NC1=NC=C(N=C1)Br (2-amino-5-bromopyrazine), COC1=C(C=CC=C1)B(O)O (2-methoxyphenylboronic acid), C([O-])([O-])=O.[K+].[K+] (potassium carbonate). Reagents/catalysts: C=1C=CC(=CC1)[P](C=2C=CC=CC2)(C=3C=CC=CC3)[Pd]([P](C=4C=CC=CC4)(C=5C=CC=CC5)C=6C=CC=CC6)([P](C=7C=CC=CC7)(C=8C=CC=CC8)C=9C=CC=CC9)[P](C=1C=CC=CC1)(C=1C=CC=CC1)C=1C=CC=CC1 (tetrakis(triphenylphosphine)palladium(0)). Solvent: CN(C=O)C (N,N-dimethylformamide). Conditions: temperature 110 celsius. The product is ethyl acetate hexanes, COC1=C(C=CC=C1)C=1N=CC(=NC1)N (5-(2-methoxy-phenyl)-pyrazin-2-ylamine). Isolated yield 15.6%. RXN SMILES: [NH2:1][C:2]1[CH:7]=[N:6][C:5](Br)=[CH:4][N:3]=1.[CH3:9][O:10][C:11]1[CH:16]=[CH:15][CH:14]=[CH:13][C:12]=1B(O)O.C(=O)([O-])[O-].[K+].[K+]>CN(C)C=O.C1C=CC([P]([Pd]([P](C2C=CC=CC=2)(C2C=CC=CC=2)C2C=CC=CC=2)([P](C2C=CC=CC=2)(C2C=CC=CC=2)C2C=CC=CC=2)[P](C2C=CC=CC=2)(C2C=CC=CC=2)C2C=CC=CC=2)(C2C=CC=CC=2)C2C=CC=CC=2)=CC=1>[CH3:9][O:10][C:11]1[CH:16]=[CH:15][CH:14]=[CH:13][C:12]=1[C:5]1[N:6]=[CH:7][C:2]([NH2:1])=[N:3][CH:4]=1 |f:2.3.4,^1:34,36,55,74|. Reported procedure: A solution of 2-amino-5-bromopyrazine (1.16 g, 6.67 mmol) and 2-methoxyphenylboronic acid (1.17 g, 7.70 mmol) in N,N-dimethylformamide (15 mL) was treated with tetrakis(triphenylphosphine)palladium(0) (193 mg, 0.17 mmol) and potassium carbonate (1.87 g, 13.34 mmol). The mixture was heated at 110° C. overnight. The reaction mixture was extracted with chloroform and water. The organic layer was washed with a saturated aqueous sodium chloride solution, dried over sodium sulfate, filtered, and conce... Reactants: ClC=1C=C2C(CN(CC2=C(C1)Cl)C)C=1C=C(C=CC1)NC(OC1=CC=C(C=C1)[N+](=O)[O-])=O (4-nitrophenyl 3-(6,8-dichloro-2-methyl-1,2,3,4-tetrahydroisoquinolin-4-yl)phenylcarbamate), TEA, N(=[N+]=[N-])CCOCCOCCOCCN (2-(2-(2-(2-azidoethoxy)ethoxy)ethoxy)ethanamine). Solvent: CN(C)C=O (DMF). Run at time 2 hour. Yields the product N(=[N+]=[N-])CCOCCOCCOCCNC(=O)NC1=CC(=CC=C1)C1CN(CC2=C(C=C(C=C12)Cl)Cl)C (1-(2-(2-(2-(2-azidoethoxy)ethoxy)ethoxy)ethyl)-3-(3-(6,8-dichloro-2-methyl-1,2,3,4-tetrahydroisoquinolin-4-yl)phenyl)urea). Reaction SMILES: [Cl:1][C:2]1[CH:3]=[C:4]2[C:9](=[C:10]([Cl:12])[CH:11]=1)[CH2:8][N:7]([CH3:13])[CH2:6][CH:5]2[C:14]1[CH:15]=[C:16]([NH:20][C:21](=[O:32])OC2C=CC([N+]([O-])=O)=CC=2)[CH:17]=[CH:18][CH:19]=1.[N:33]([CH2:36][CH2:37][O:38][CH2:39][CH2:40][O:41][CH2:42][CH2:43][O:44][CH2:45][CH2:46][NH2:47])=[N+:34]=[N-:35]>CN(C=O)C>[N:33]([CH2:36][CH2:37][O:38][CH2:39][CH2:40][O:41][CH2:42][CH2:43][O:44][CH2:45][CH2:46][NH:47][C:21]([NH:20][C:16]1[CH:17]=[CH:18][CH:19]=[C:14]([CH:5]2[C:4]3[C:9](=[C:10]([Cl:12])[CH:11]=[C:2]([Cl:1])[CH:3]=3)[CH2:8][N:7]([CH3:13])[CH2:6]2)[CH:15]=1)=[O:32])=[N+:34]=[N-:35]. Procedure details: To 4-nitrophenyl 3-(6,8-dichloro-2-methyl-1,2,3,4-tetrahydroisoquinolin-4-yl)phenylcarbamate (prepared by the procedure described in example 38) (200 mg, 0.40 mmol, 1.00 equiv, 95%) in DMF (5 mL) was added TEA (170 mg, 1.60 mmol, 4.00 equiv, 95%) and 2-(2-(2-(2-azidoethoxy)ethoxy)ethoxy)ethanamine (90 mg, 0.39 mmol, 1.00 equiv, 95%) and the resulting solution was stirred for 2 h. The mixture was then concentrated under vacuum, diluted with 10 mL of water and then extracted with 3×30 mL of ethyl ... Reactants: BrC=1C=C(C(=NC1)C)OC(C)C (5-bromo-3-isopropoxy-2-methyl-pyridine), C(C)(C)(C)OC(N(CC)C=1C(=NC=C(C1)Br)C)=O ((5-bromo-2-methyl-pyridin-3-yl)-ethyl-carbamic acid tert-butyl ester). The product is BrC=1C=C(C(=[N+](C1)[O-])C)OC(C)C (5-Bromo-3-isopropoxy-2-methyl-pyridine 1-oxide). Reaction SMILES: [Br:1][C:2]1[CH:3]=[C:4]([O:9][CH:10]([CH3:12])[CH3:11])[C:5]([CH3:8])=[N:6][CH:7]=1.C([O:17]C(=O)N(C1C(C)=NC=C(Br)C=1)CC)(C)(C)C>>[Br:1][C:2]1[CH:3]=[C:4]([O:9][CH:10]([CH3:12])[CH3:11])[C:5]([CH3:8])=[N+:6]([O-:17])[CH:7]=1. Procedure details: The title compound was synthesized in a similar manner as described for Stage 155.1.4 using 5-bromo-3-isopropoxy-2-methyl-pyridine (Stage 84.1.2, 2.108 mmol) as replacement for (5-bromo-2-methyl-pyridin-3-yl)-ethyl-carbamic acid tert-butyl ester to give the title compound as a slowly crystallizing orange solid. (HPLC: tR 2.75 min (Method A); M+H=246, 248 MS-ES). Reactants: C1(=CC=CC=C1)N1N=C2C=C(C=CC2=C1)C=1C=C(N2N=CN=C(C21)N)C2CCNCC2 (5-(2-phenyl-2H-indazol-6-yl)-7-piperidin-4-ylpyrrolo[2,1-f][1,2,4]triazin-4-amine), 1-(Boc-amino)-cyclopropyl-1-carboxylic acid, CCN=C=NCCCN(C)C.Cl (EDCl), C=1C=CC2=C(C1)N=NN2O (HOBt), C(C)(C)N(C(C)C)CC (N,N-diisopropylethylamine), CN(C)C=O (DMF). Conditions: time 16 hour. Yields the product NC1(CC1)C(=O)N1CCC(CC1)C1=CC(=C2C(=NC=NN21)N)C=2C=CC1=CN(N=C1C2)C2=CC=CC=C2 (7-{1-[(1-aminocyclopropyl)carbonyl]piperidin-4-yl}-5-(2-phenyl-2H-indazol-6-yl)pyrrolo[2,1-f][1,2,4]triazin-4-amine). Yield: 8.0%. RXN SMILES: [C:1]1([N:7]2[CH:15]=[C:14]3[C:9]([CH:10]=[C:11]([C:16]4[CH:17]=[C:18]([CH:26]5[CH2:31][CH2:30][NH:29][CH2:28][CH2:27]5)[N:19]5[C:24]=4[C:23]([NH2:25])=[N:22][CH:21]=[N:20]5)[CH:12]=[CH:13]3)=[N:8]2)[CH:6]=[CH:5][CH:4]=[CH:3][CH:2]=1.CCN=C=N[CH2:37][CH2:38][CH2:39][N:40](C)C.Cl.C1C=CC2N(O)N=NC=2C=1.C(N(CC)C(C)C)(C)C.CN([CH:66]=[O:67])C>>[NH2:40][C:39]1([C:66]([N:29]2[CH2:30][CH2:31][CH:26]([C:18]3[N:19]4[C:24]([C:23]([NH2:25])=[N:22][CH:21]=[N:20]4)=[C:16]([C:11]4[CH:12]=[CH:13][C:14]5[C:9]([CH:10]=4)=[N:8][N:7]([C:1]4[CH:2]=[CH:3][CH:4]=[CH:5][CH:6]=4)[CH:15]=5)[CH:17]=3)[CH2:27][CH2:28]2)=[O:67])[CH2:37][CH2:38]1 |f:1.2|. Reported procedure: A mixture 5-(2-phenyl-2H-indazol-6-yl)-7-piperidin-4-ylpyrrolo[2,1-f][1,2,4]triazin-4-amine (120 mg, 0.29 mmol), 1-(Boc-amino)-cyclopropyl-1-carboxylic acid (65 mg, 0.32 mmol), EDCl (62 mg, 0.32 mmol), HOBt (44 mg, 0.32 mmol), and N,N-diisopropylethylamine (115 μL, 0.85 mmol) in DMF (1.5 mL) was stirred at rt for 16 h. The crude mixture was purified by preparative HPLC using a gradient elution from 15% to 45% acetonitrile in water followed by filtration through an acidic resin, washing with MeOH...